Task: describe an organic reaction: reactants, conditions, products, and yield. Dataset: the Open Reaction Database (ORD), a public repository of structured organic reaction records The reactants are ClCCl, C[Si](C)(C)CCOCn1nc(NC2CCN(S(=O)(=O)C(F)(F)F)CC2)c2nc(-c3c(F)cccc3F)c3cc(C(N)=O)ccc3c21, O=C(O)C(F)(F)F, N, O. Yields the product NC(=O)c1ccc2c(c1)c(-c1c(F)cccc1F)nc1c(NC3CCN(S(=O)(=O)C(F)(F)F)CC3)n[nH]c12. As a reaction SMILES: [Cl:54][CH2:55][Cl:56].[F:1][c:2]1[c:3](-[c:9]2[n:10][c:11]3[c:12]([c:13]4[cH:14][cH:15][c:16]([C:19](=[O:20])[NH2:21])[cH:17][c:18]24)[n:22]([CH2:39][O:40][CH2:41][CH2:42][Si:43]([CH3:44])([CH3:45])[CH3:46])[n:23][c:24]3[NH:25][CH:26]2[CH2:27][CH2:28][N:29]([S:32](=[O:33])(=[O:34])[C:35]([F:36])([F:37])[F:38])[CH2:30][CH2:31]2)[c:4]([F:8])[cH:5][cH:6][cH:7]1.[F:47][C:48]([F:49])([F:50])[C:51]([OH:52])=[O:53].[NH3:58].[OH2:57]>>[F:1][c:2]1[c:3](-[c:9]2[n:10][c:11]3[c:12]([c:13]4[cH:14][cH:15][c:16]([C:19](=[O:20])[NH2:21])[cH:17][c:18]24)[nH:22][n:23][c:24]3[NH:25][CH:26]2[CH2:27][CH2:28][N:29]([S:32](=[O:33])(=[O:34])[C:35]([F:36])([F:37])[F:38])[CH2:30][CH2:31]2)[c:4]([F:8])[cH:5][cH:6][cH:7]1. Reactants: O=C1c2ccccc2C(=O)N1CCCCCCCCCCBr, CN(C)C=O, [H-], [Na+], [Na], c1c[nH]cn1. Product: O=C1c2ccccc2C(=O)N1CCCCCCCCCCn1ccnc1. Reaction SMILES: [Br:1][CH2:2][CH2:3][CH2:4][CH2:5][CH2:6][CH2:7][CH2:8][CH2:9][CH2:10][CH2:11][N:12]1[C:13](=[O:22])[c:14]2[cH:15][cH:16][cH:17][cH:18][c:19]2[C:20]1=[O:21].[CH3:31][N:32]([CH3:33])[CH:34]=[O:35].[H-:29].[Na+:30].[Na:28].[nH:23]1[cH:24][n:25][cH:26][cH:27]1>>[CH2:2]([CH2:3][CH2:4][CH2:5][CH2:6][CH2:7][CH2:8][CH2:9][CH2:10][CH2:11][N:12]1[C:13](=[O:22])[c:14]2[cH:15][cH:16][cH:17][cH:18][c:19]2[C:20]1=[O:21])[n:23]1[cH:24][n:25][cH:26][cH:27]1. The reactants are FC1[C@@](CN(C1)[C@H](C)C1=CC=CC=C1)(C(=O)OC(C)(C)C)C (tert-butyl(3S)-4-fluoro-3-methyl-1-[(1R)-1-phenylethyl]-pyrrolidine-3-carboxylate), C(C1=CC=CC=C1)OC(=O)Cl (benzyloxycarbonyl chloride). Run in ClCCl (dichloromethane). Conditions: temperature 60 celsius, time 20 hour. Product: C(C1=CC=CC=C1)OC(=O)N1C[C@](C(C1)F)(C(=O)OC(C)(C)C)C (tert-Butyl(3S)-1-benzyloxycarbonyl-4-fluoro-3-methylpyrrolidine-3-carboxylate). Isolated yield 77.0%. As a reaction SMILES: [F:1][CH:2]1[CH2:6][N:5]([C@@H](C2C=CC=CC=2)C)[CH2:4][C@@:3]1([CH3:22])[C:15]([O:17][C:18]([CH3:21])([CH3:20])[CH3:19])=[O:16].[CH2:23]([O:30][C:31](Cl)=[O:32])[C:24]1[CH:29]=[CH:28][CH:27]=[CH:26][CH:25]=1>ClCCl>[CH2:23]([O:30][C:31]([N:5]1[CH2:6][CH:2]([F:1])[C@:3]([CH3:22])([C:15]([O:17][C:18]([CH3:21])([CH3:20])[CH3:19])=[O:16])[CH2:4]1)=[O:32])[C:24]1[CH:29]=[CH:28][CH:27]=[CH:26][CH:25]=1. Procedure details: To a solution of tert-butyl(3S)-4-fluoro-3-methyl-1-[(1R)-1-phenylethyl]-pyrrolidine-3-carboxylate (isomer A) (2.15 g, 6.99 mmol) in dichloromethane (40 mL), benzyloxycarbonyl chloride (1.50 mL, 10.5 mmol) was added, and the mixture was stirred in an oil bath at 60° C. for 20 hours. After concentrating the reaction mixture under reduced pressure, the concentrate was purified by silica gel column chromatography (elusion by hexane:ethyl acetate, 12:1→2:1) to obtain 1.81 g (77%) of the title compou... The reactants are ClC=1C=C(O[C@@H]2[C@@H](CN(C2)CC2=CC=CC=C2)O)C=CC1 (cis-4-(3-chlorophenoxy)-1-phenylmethyl-3-pyrrolidinol), CI (methyl iodide), granular tan powder. Yields the product [I-].ClC=1C=C(O[C@@H]2C[N+](C[C@@H]2O)(CC2=CC=CC=C2)C)C=CC1 (Cis-3-(3-chlorophenoxy)-4-hydroxy-1-methyl-1-phenylmethylpyrrolidinium Iodide). Reaction SMILES: [Cl:1][C:2]1[CH:3]=[C:4]([CH:19]=[CH:20][CH:21]=1)[O:5][C@H:6]1[CH2:10][N:9]([CH2:11][C:12]2[CH:17]=[CH:16][CH:15]=[CH:14][CH:13]=2)[CH2:8][C@H:7]1[OH:18].[CH3:22][I:23]>>[I-:23].[Cl:1][C:2]1[CH:3]=[C:4]([CH:19]=[CH:20][CH:21]=1)[O:5][C@H:6]1[C@@H:7]([OH:18])[CH2:8][N+:9]([CH3:22])([CH2:11][C:12]2[CH:17]=[CH:16][CH:15]=[CH:14][CH:13]=2)[CH2:10]1 |f:2.3|. Procedure: A mixture of 15.2 g. (0.05 mole) of cis-4-(3-chlorophenoxy)-1-phenylmethyl-3-pyrrolidinol and 56 g. (0.4 mole) of methyl iodide was heated at reflux for 60 hr. Excess methyl iodide was removed under vacuum. The pasty residue was washed with ether-acetone, leaving 13 g. (59%) of granular tan powder, m.p. 118-25° C. Yields the product BrC=1C=CC(=NC1)S(=O)(=O)NC(C)(C)C (5-Bromo-N-(tert-butyl)pyridine-2-sulfonamide). Run at time 48 hour. Reaction SMILES: [Br:1][C:2]1[CH:3]=[CH:4][C:5]([S:8](Cl)(=[O:10])=[O:9])=[N:6][CH:7]=1.[C:12]([NH2:16])([CH3:15])([CH3:14])[CH3:13].O>C(Cl)Cl>[Br:1][C:2]1[CH:3]=[CH:4][C:5]([S:8]([NH:16][C:12]([CH3:15])([CH3:14])[CH3:13])(=[O:10])=[O:9])=[N:6][CH:7]=1. Starting materials: C(C)(C)(C)N (tert-BuNH2), BrC=1C=CC(=NC1)S(=O)(=O)Cl (5-bromopyridine-2-sulfonyl chloride), O (Water). Reported procedure: A solution of 5-bromopyridine-2-sulfonyl chloride (2.7 g, 10 mmol) in DCM (100 mL) was cooled to 0° C. and treated with tert-BuNH2 (5.5 mL, 52 mmol). The resulting mixture was stirred at rt for 48 h. Water (50 mL) was added and the DCM layer were separated, dried and concentrated to obtain compound 32a. 1H-NMR (400 MHz, CDCl3) δ (ppm): 8.75 (d, J=2.3 Hz, 1H), 8.03 (dd, J=8.2, 2.3 Hz, 1H), 7.90-7.94 (m, 1H), 5.02-5.07 (m, 1H), 1.23 (s, 9H). Run in C(Cl)Cl (DCM). The reactants are C(C)(=O)OCCO (ethylene glycol monoacetate), C1(=CC=CC=C1)P(C1=CC=CC=C1)C1=CC=CC=C1 (triphenylphosphine), C(C1=CC=CC=C1)OC(=O)N1CCN(CC1)CC(CC1=CC=C(C=C1)OC)NS(=O)(=O)C=1C=2C=CN=CC2C=CC1 (N-[2-(4-benzyloxycarbonylpiperazinyl)-1-(p-methoxybenzyl)ethyl]-5-isoquinolinesulfonamide). Run in O1CCCC1 (tetrahydrofuran). Yields the product C(C)(=O)OCCN(S(=O)(=O)C=1C=2C=CN=CC2C=CC1)C(CN1CCN(CC1)C(=O)OCC1=CC=CC=C1)CC1=CC=C(C=C1)OC (N-(2-Acetoxyethyl)-N-[2-(4-benzyloxycarbonylpiperazinyl)-1-(p-methoxybenzyl)ethyl]-5-isoquinolinesulfonamide). Isolated yield 52.2%. RXN SMILES: [CH2:1]([O:8][C:9]([N:11]1[CH2:16][CH2:15][N:14]([CH2:17][CH:18]([NH:28][S:29]([C:32]2[C:33]3[CH:34]=[CH:35][N:36]=[CH:37][C:38]=3[CH:39]=[CH:40][CH:41]=2)(=[O:31])=[O:30])[CH2:19][C:20]2[CH:25]=[CH:24][C:23]([O:26][CH3:27])=[CH:22][CH:21]=2)[CH2:13][CH2:12]1)=[O:10])[C:2]1[CH:7]=[CH:6][CH:5]=[CH:4][CH:3]=1.[C:42]([O:45][CH2:46][CH2:47]O)(=[O:44])[CH3:43].C1(P(C2C=CC=CC=2)C2C=CC=CC=2)C=CC=CC=1>O1CCCC1>[C:42]([O:45][CH2:46][CH2:47][N:28]([CH:18]([CH2:19][C:20]1[CH:21]=[CH:22][C:23]([O:26][CH3:27])=[CH:24][CH:25]=1)[CH2:17][N:14]1[CH2:13][CH2:12][N:11]([C:9]([O:8][CH2:1][C:2]2[CH:7]=[CH:6][CH:5]=[CH:4][CH:3]=2)=[O:10])[CH2:16][CH2:15]1)[S:29]([C:32]1[C:33]2[CH:34]=[CH:35][N:36]=[CH:37][C:38]=2[CH:39]=[CH:40][CH:41]=1)(=[O:31])=[O:30])(=[O:44])[CH3:43]. Reported procedure: 1.0 g of the product obtained in Example 73 was dissolved in 5 ml of tetrahydrofuran, to the solution were added 220 mg of ethylene glycol monoacetate and 685 mg of triphenylphosphine in place of N-tert-butoxycarbonylethanolamine, according to the procedure described :n Example 136, to obtain 600 mg of the title compound in a colorless amorphous form. The reactants are CN1C2CSCC1CC(C2)=O (9-Methyl-3-thia-9-aza-bicyclo[3.3.1]nonan-7-one), Cl.NO (hydroxylamine hydrochloride). The solvent is C(C)O (ethanol). Run at temperature 23 celsius. Yields the product CN1C2CSCC1CC(C2)=NO (9-Methyl-3-thia-9-aza-bicyclo[3.3.1]nonan-7-one oxime). RXN SMILES: [CH3:1][N:2]1[CH:7]2[CH2:8][C:9](=O)[CH2:10][CH:3]1[CH2:4][S:5][CH2:6]2.Cl.[NH2:13][OH:14]>C(O)C>[CH3:1][N:2]1[CH:7]2[CH2:8][C:9](=[N:13][OH:14])[CH2:10][CH:3]1[CH2:4][S:5][CH2:6]2 |f:1.2|. Procedure details: A mixture of 9-Methyl-3-thia-9-aza-bicyclo[3.3.1]nonan-7-one (CAS no: 99709-31-6) (3.0 g, 17.5 mmol) in ethanol (100 mL) and hydroxylamine hydrochloride (1.58 g, 22.8 mmol) was refluxed for 16 h. Cooled to 23° C., the precipitate was filtered off, washed with ethanol and diethyl ether and dried in vacuum to give a light brown solid (2.5 g), which was partitioned between dichloromethane and sodium carbonate solution, the organic layers dried over Na2SO4, filtered and the solvents evaporated to gi... The reactants are CC1(C)CNc2ccccc2C1, O=[N+]([O-])O, O=S(=O)(O)O. Yields the product CC1(C)CNc2cc([N+](=O)[O-])ccc2C1. Reaction SMILES: [CH3:1][C:2]1([CH3:12])[CH2:3][NH:4][c:5]2[cH:6][cH:7][cH:8][cH:9][c:10]2[CH2:11]1.[OH:13][N+:14]([O-:15])=[O:16].[S:17](=[O:18])(=[O:19])([OH:20])[OH:21]>>[CH3:1][C:2]1([CH3:12])[CH2:3][NH:4][c:5]2[cH:6][c:7]([N+:14](=[O:13])[O-:15])[cH:8][cH:9][c:10]2[CH2:11]1.